This data is from the Open Reaction Database (ORD), a public repository of structured organic reaction records. The task is: describe an organic reaction: reactants, conditions, products, and yield Solvent: C(C)O (ethanol), CC(C)([O-])C.[K+] (potassium tertiary butoxide). Reactants: aldehyde, C(C)N1C(=NC=C1[N+](=O)[O-])C (1-ethyl-2-methyl-5nitroimidazole), C(C1=CC=CC=C1)=O (benzaldehyde). Procedure details: A slurry of β-(1-ethyl-5-nitro-2-imidazolyl)styrene (42.7 g. or 0.175 mole) in 350 ml. of methanol containing 14.6 ml. of water at 25° C. is treated with ozone until a nearly clear, pale-yellow solution is obtained. Subsequently, the mixture is treated with 42 g. of sodium iodide in 138 ml. of water and 20.3 ml. of glacial acetic acid at 25° C. The mixture is stirred for 40 minutes and 44.1 g. (0.288 mole) of sodium thiosulfate in 242 ml. of water added. The mixture is filtered, and the filtrate... As a reaction SMILES: [CH2:1]([N:3]1[C:7]([N+:8]([O-:10])=[O:9])=[CH:6][N:5]=[C:4]1[CH3:11])[CH3:2].[CH:12](=O)[C:13]1[CH:18]=[CH:17][CH:16]=[CH:15][CH:14]=1>C(O)C.CC(C)([O-])C.[K+]>[CH2:1]([N:3]1[C:7]([N+:8]([O-:10])=[O:9])=[CH:6][N:5]=[C:4]1[CH:11]=[CH:12][C:13]1[CH:18]=[CH:17][CH:16]=[CH:15][CH:14]=1)[CH3:2] |f:3.4|. Yields the product C(C)N1C(=NC=C1[N+](=O)[O-])C=CC1=CC=CC=C1 (β-(1-ethyl-5-nitro-2-imidazolyl)styrene).